Dataset: the Open Reaction Database (ORD), a public repository of structured organic reaction records. Task: describe an organic reaction: reactants, conditions, products, and yield The reactants are N(=NC(=O)OC(C)C)C(=O)OC(C)C (diisopropyl azodicarboxylate), ClC1=NC(=C2NC=NC2=N1)Cl (2,6-Dichloropurine), O1CC(CC1)CO ((tetrahydrofuran-3-yl)methanol), C1(=CC=CC=C1)P(C1=CC=CC=C1)C1=CC=CC=C1 (triphenylphosphine). Solvent: O1CCCC1 (tetrahydrofuran), O1CCCC1 (tetrahydrofuran). The product is ClC1=NC(=C2N=CN(C2=N1)CC1COCC1)Cl (2,6-Dichloro-9-(tetrahydrofuran-3-ylmethyl)-9H-purine). Yield: 142.6%. Reaction SMILES: [Cl:1][C:2]1[N:10]=[C:9]2[C:5]([NH:6][CH:7]=[N:8]2)=[C:4]([Cl:11])[N:3]=1.[O:12]1[CH2:16][CH2:15][CH:14]([CH2:17]O)[CH2:13]1.C1(P(C2C=CC=CC=2)C2C=CC=CC=2)C=CC=CC=1.N(C(OC(C)C)=O)=NC(OC(C)C)=O>O1CCCC1>[Cl:1][C:2]1[N:10]=[C:9]2[C:5]([N:6]=[CH:7][N:8]2[CH2:17][CH:14]2[CH2:15][CH2:16][O:12][CH2:13]2)=[C:4]([Cl:11])[N:3]=1. Procedure: 2,6-Dichloropurine (21 g, 113 mmol) and (tetrahydrofuran-3-yl)methanol (11.5 g, 113 mmol) were dissolved in tetrahydrofuran (250 ml) followed by the dropwise addition of triphenylphosphine (33 g, 125 mmol) and a diisopropyl azodicarboxylate (24.5 ml, 125 mmol)-tetrahydrofuran (50 ml) solution with ice cooling and the resulting mixture was stirred at room temperature for 2 hours. The solvent was concentrated under reduced pressure and then the residue was purified by silica gel chromatography (he... The reactants are FC=1C=C2C(=C(/C(/C2=CC1)=C/C1=CC=NC=C1)C)CCON (O-2-[Z-5-fluoro-2-methyl-1-(4-pyridyl)methylene-1H-inden-3-yl]ethyl hydroxylamine), C(=O)C1=NN=NN1 (5-formyltetrazole). Yields the product FC=1C=C2C(=C(/C(/C2=CC1)=C/C1=CC=NC=C1)C)CCON=CC1=NN=NN1 (5-formyltetrazole-O-2-[Z-5-fluoro-2-methyl-1-(4-pyridyl)methylene-1H-inden-3-yl]ethyl oxime). As a reaction SMILES: [F:1][C:2]1[CH:3]=[C:4]2[C:8](=[CH:9][CH:10]=1)/[C:7](=[CH:11]\[C:12]1[CH:17]=[CH:16][N:15]=[CH:14][CH:13]=1)/[C:6]([CH3:18])=[C:5]2[CH2:19][CH2:20][O:21][NH2:22].[CH:23]([C:25]1[NH:29][N:28]=[N:27][N:26]=1)=O>>[F:1][C:2]1[CH:3]=[C:4]2[C:8](=[CH:9][CH:10]=1)/[C:7](=[CH:11]\[C:12]1[CH:13]=[CH:14][N:15]=[CH:16][CH:17]=1)/[C:6]([CH3:18])=[C:5]2[CH2:19][CH2:20][O:21][N:22]=[CH:23][C:25]1[NH:29][N:28]=[N:27][N:26]=1. Procedure details: The title compound is prepared by reaction of O-2-[Z-5-fluoro-2-methyl-1-(4-pyridyl)methylene-1H-inden-3-yl]ethyl hydroxylamine with 5-formyltetrazole by the method of Example 1. Reactants: COC1=C(C=CC=C1)CN[C@@H]1[C@@H](N2CCC1CC2)C(C2=CC=CC=C2)C2=CC=CC=C2 ((2S,3S)-N-(2-methoxyphenyl)methyl-2-diphenylmethyl-1-azabicyclo[2.2.2]octan-3-amine), Cl (HCl), [H][H] (hydrogen). The reagents and catalysts are [OH-].[OH-].[Pd+2] (palladium hydroxide on carbon). Run in CO (methanol). Product: C1(=CC=CC=C1)C([C@@H]1N2CCC([C@@H]1N)CC2)C2=CC=CC=C2 ((2S,3S)-2-Diphenylmethyl-1-azabicyclo[2.2.2]octan-3-amine). The yield is 95.8%. As a reaction SMILES: COC1C=CC=CC=1C[NH:10][C@H:11]1[CH:16]2[CH2:17][CH2:18][N:13]([CH2:14][CH2:15]2)[C@H:12]1[CH:19]([C:26]1[CH:31]=[CH:30][CH:29]=[CH:28][CH:27]=1)[C:20]1[CH:25]=[CH:24][CH:23]=[CH:22][CH:21]=1.Cl.[H][H]>CO.[OH-].[OH-].[Pd+2]>[C:26]1([CH:19]([C:20]2[CH:25]=[CH:24][CH:23]=[CH:22][CH:21]=2)[C@H:12]2[C@@H:11]([NH2:10])[CH:16]3[CH2:17][CH2:18][N:13]2[CH2:14][CH2:15]3)[CH:27]=[CH:28][CH:29]=[CH:30][CH:31]=1 |f:4.5.6|. Procedure details: (2S,3S)-N-(2-methoxyphenyl)methyl-2-diphenylmethyl-1-azabicyclo[2.2.2]octan-3-amine (4.13 g, 10 mmol) was hydrogenated in methanol (MeOH) (40 ml)/6N HCl (10 ml) by using 20% palladium hydroxide on carbon (0.2 g) at 2.5 kg/cm2 of hydrogen for 60 hours. The filtrate was concentrated and the residue was partitioned between 2N NaOH and CH2Cl2. The organic layer was dried over MgSO4, and concentrated to give the crude product, which was recrystallized from ethanol (EtOH) to afford the pure title comp... Reactants: C(CCCCCCCCCCCC)(=O)O (tridecanoic acid), C(C(=O)Cl)(=O)Cl (oxalyl chloride). The solvent is C1=CC=CC=C1 (benzene). Run at time 20 minute. Product: C(CCCCCCCCCCCC)(=O)Cl (tridecanoyl chloride). Yield: 99.9%. As a reaction SMILES: [C:1]([OH:15])(=O)[CH2:2][CH2:3][CH2:4][CH2:5][CH2:6][CH2:7][CH2:8][CH2:9][CH2:10][CH2:11][CH2:12][CH3:13].C(Cl)(=O)C([Cl:19])=O>C1C=CC=CC=1>[C:1]([Cl:19])(=[O:15])[CH2:2][CH2:3][CH2:4][CH2:5][CH2:6][CH2:7][CH2:8][CH2:9][CH2:10][CH2:11][CH2:12][CH3:13]. Procedure details: To a stirred solution of 13.2 grams (61.5 mmol) of tridecanoic acid in 80 mL of benzene was added 26.2 grams (206 mmol) of oxalyl chloride. After stirring for 20 minutes, the mixture was heated to reflux and maintained at reflux overnight. The mixture was cooled to room temperature and the solvent was removed at reduced pressure to provide 14.3 grams (100%) of tridecanoyl chloride as an orange oil which was used without any further purification. Reactants: O (water), C(#N)C1=CC=C(C=C1)O (4-cyanophenol), CS(=O)(=O)C1=NC=C(C=C1)S(=O)(=O)C (2,5-bis(methylsulfonyl)pyridine), CC(C)(C)[O-].[K+] (t-BuOK). Solvent: C1CCOC1 (THF). Product: CS(=O)(=O)C=1C=CC(=NC1)OC1=CC=C(C#N)C=C1 (4-((5-(methylsulfonyl)-2-pyridinyl)oxy)benzonitrile). As a reaction SMILES: [C:1]([C:3]1[CH:8]=[CH:7][C:6]([OH:9])=[CH:5][CH:4]=1)#[N:2].CC([O-])(C)C.[K+].CS([C:20]1[CH:25]=[CH:24][C:23]([S:26]([CH3:29])(=[O:28])=[O:27])=[CH:22][N:21]=1)(=O)=O.O>C1COCC1>[CH3:29][S:26]([C:23]1[CH:24]=[CH:25][C:20]([O:9][C:6]2[CH:7]=[CH:8][C:3]([C:1]#[N:2])=[CH:4][CH:5]=2)=[N:21][CH:22]=1)(=[O:28])=[O:27] |f:1.2|. Procedure details: To 3.04 g of 4-cyanophenol dissolved in a 15 ml THF/15 ml DMSO mixture was added 2.86 g of t-BuOK and then 6 g of 2,5-bis(methylsulfonyl)pyridine, and the resulting mixture heated at 60° C. for 11/2 hrs. After cooling, the reaction mixture was poured into water and the solid which formed collected. Recrystallization from acetonitrile gave purified 4-((5-(methylsulfonyl)-2-pyridinyl)oxy)benzonitrile, m.p. 195°-196° C. Run in CC(=O)C (acetone). RXN SMILES: [CH2:1]([NH2:13])[CH2:2][C:3]1[CH:12]=[CH:11][C:8]([O:9][CH3:10])=[C:5]([O:6][CH3:7])[CH:4]=1.[CH:14]1[CH:19]=[CH:18][C:17]([CH2:20][CH2:21][Br:22])=[CH:16][CH:15]=1>CC(C)=O>[BrH:22].[CH2:21]([NH:13][CH2:1][CH2:2][C:3]1[CH:12]=[CH:11][C:8]([O:9][CH3:10])=[C:5]([O:6][CH3:7])[CH:4]=1)[CH2:20][C:17]1[CH:18]=[CH:19][CH:14]=[CH:15][CH:16]=1 |f:3.4|. The reactants are C(CC1=CC(OC)=C(OC)C=C1)N (homoveratrylamine), C1=CC=C(C=C1)CCBr (β-phenethyl bromide). Procedure details: A mixture of 10 g of homoveratrylamine and 12 g of β-phenethyl bromide was stirred for 15 minutes at 125° C. in a bath and after cooling the mixture to 60° C., 30 ml of acetone were added. The mixture was iced and vacuum filtered and the recovered precipitate was dissolved in 250 ml of methanol. The solution was concentrated to 50 ml and 400 ml of ethyl acetate were added thereto. The mixture was concentrated to 200 ml, was iced and vacuum filtered to obtain 12.5 g of raw product. The latter was... The yield is 44.5%. The product is Br.C(CC1=CC=CC=C1)NCCC1=CC(=C(C=C1)OC)OC (N-phenethyl-3,4-dimethoxyphenethylamine hydrobromide). Reaction conditions: temperature 125 celsius, time 15 minute.